Dataset: the Open Reaction Database (ORD), a public repository of structured organic reaction records. Task: describe an organic reaction: reactants, conditions, products, and yield Product: N[C@@H]1C[C@H](CC1)OC=1C=C2C=CNC(C2=CC1)=O (6-((1S,3S)-3-Amino-cyclopentyloxy)-2H-isoquinolin-1-one). RXN SMILES: COC1C=CC(C[N:8]2[CH:17]=[CH:16][C:15]3[C:10](=[CH:11][CH:12]=[C:13]([O:18][C@H:19]4[CH2:23][CH2:22][C@H:21]([NH2:24])[CH2:20]4)[CH:14]=3)[C:9]2=[O:25])=CC=1.CO>C(O)(C(F)(F)F)=O>[NH2:24][C@H:21]1[CH2:22][CH2:23][C@H:19]([O:18][C:13]2[CH:14]=[C:15]3[C:10](=[CH:11][CH:12]=2)[C:9](=[O:25])[NH:8][CH:17]=[CH:16]3)[CH2:20]1. Reaction conditions: temperature 150 celsius. The yield is 50.6%. Reactants: COC1=CC=C(CN2C(C3=CC=C(C=C3C=C2)O[C@@H]2C[C@H](CC2)N)=O)C=C1 (2-(4-Methoxy-benzyl)-6-((1S,3S)-3-amino-cyclopentyloxy)-2H-isoquinolin-1-one), CO (Methanol). Reported procedure: 125 mg (0.34 mmol) of 2-(4-methoxy-benzyl)-6-((1S,3S)-3-amino-cyclopentyloxy)-2H-isoquinolin-1-one (39) were dissolved in 1 mL of TFA and heated in a microwave oven at 150° C. for 3 h. Methanol was added and the reaction mixture was evaporated. The solution was taken up in 1N HCl and extracted three times with dichloromethane. The combined dichloromethane layers were extracted with 1N HCl twice and the combined HCl layers were lyophilized. The residue was dissolved in water and lyophilized again... Solvent: C(=O)(C(F)(F)F)O (TFA). Starting materials: O (water), C(C)OC1=NC=C(C=C1)Br (2-ethoxy-5-bromopyridine), Cl[SiH](C)C (chlorodimethylsilane), [Mg] (magnesium). Solvent: O1CCCC1 (tetrahydrofuran), O1CCCC1 (THF). Yields the product C(C)OC1=NC=C(C=C1)[SiH](C)C (2-ethoxy-5-dimethylsilylpyridine). The yield is 42.9%. RXN SMILES: [CH2:1]([O:3][C:4]1[CH:9]=[CH:8][C:7](Br)=[CH:6][N:5]=1)[CH3:2].Cl[SiH:12]([CH3:14])[CH3:13].[Mg].O>O1CCCC1>[CH2:1]([O:3][C:4]1[CH:9]=[CH:8][C:7]([SiH:12]([CH3:14])[CH3:13])=[CH:6][N:5]=1)[CH3:2]. Procedure: A mixture of 18.2 g (0.09 mol) of 2-ethoxy-5-bromopyridine (can be obtained from 2,5-dibromopyridine and sodium methanolate in DMSO), 11.4 g (0.12 mol) of chlorodimethylsilane and 50 ml of anhydrous tetrahydrofuran (THF) is added dropwise to 2.4 g (0.10 mol) of magnesium turnings in 10 ml of anhydrous THF, a strongly exothermic reaction occurring. The reaction is completed by refluxing for two hours. The mixture is then poured into water and extracted repeatedly with n-hexane, The extracts are w... Starting materials: CC1=C(C(=CC=C1)C)NC1=NN=C(N1C)SC (3-(2,6-dimethylphenylamino)-4-methyl-5-methylthio-1,2,4-triazole), ClCC(=O)Cl (chloroacetyl chloride). Run in C1(=CC=CC=C1)C (toluene). Reaction conditions: time 1 hour. The product is ClCC(=O)N(C1=NN=C(N1C)SC)C1=C(C=CC=C1C)C (3-(N-chloroacetyl-2,6-dimethylphenylamino)-4-methyl-5-methylthio-1,2,4-triazole). The yield is 98.2%. RXN SMILES: [CH3:1][C:2]1[CH:7]=[CH:6][CH:5]=[C:4]([CH3:8])[C:3]=1[NH:9][C:10]1[N:14]([CH3:15])[C:13]([S:16][CH3:17])=[N:12][N:11]=1.[Cl:18][CH2:19][C:20](Cl)=[O:21]>C1(C)C=CC=CC=1>[Cl:18][CH2:19][C:20]([N:9]([C:3]1[C:2]([CH3:1])=[CH:7][CH:6]=[CH:5][C:4]=1[CH3:8])[C:10]1[N:14]([CH3:15])[C:13]([S:16][CH3:17])=[N:12][N:11]=1)=[O:21]. Reported procedure: To a stirred solution of 6.1 g (0.0232 mol) 3-(2,6-dimethylphenylamino)-4-methyl-5-methylthio-1,2,4-triazole in 150 ml toluene was added quickly 2.7 g (0.024 mol) chloroacetyl chloride. An exotherm ensued and the temperature rose to 100° C., followed by separation of an oil which solidified. The reaction mixture was stirred at 100°-105° C. for 1 hour, cooled and diluted with 50 ml saturated sodium bicarbonate and 20 ml dichloromethane. The clear organic layer was separated, dried over magnesium ... Reactants: C[Al](C)C, CCOC(=O)c1ccc(N2CCCN(C(C)C)CC2)s1, CO, Cc1ccccc1, COc1cc(CCc2cc(N)[nH]n2)cc(OC)c1. Product: COc1cc(CCc2cc(NC(=O)c3ccc(N4CCCN(C(C)C)CC4)s3)[nH]n2)cc(OC)c1. RXN SMILES: [CH3:1][Al:2]([CH3:3])[CH3:4].[CH3:23][CH:24]([CH3:25])[N:26]1[CH2:27][CH2:28][N:29]([c:33]2[cH:34][cH:35][c:36]([C:38](=[O:39])[O:40][CH2:41][CH3:42])[s:37]2)[CH2:30][CH2:31][CH2:32]1.[CH3:43][OH:44].[CH3:45][c:46]1[cH:47][cH:48][cH:49][cH:50][cH:51]1.[CH3:5][O:6][c:7]1[cH:8][c:9]([CH2:15][CH2:16][c:17]2[cH:18][c:19]([NH2:22])[nH:20][n:21]2)[cH:10][c:11]([O:13][CH3:14])[cH:12]1>>[CH3:5][O:6][c:7]1[cH:8][c:9]([CH2:15][CH2:16][c:17]2[cH:18][c:19]([NH:22][C:38]([c:36]3[cH:35][cH:34][c:33]([N:29]4[CH2:28][CH2:27][N:26]([CH:24]([CH3:23])[CH3:25])[CH2:32][CH2:31][CH2:30]4)[s:37]3)=[O:39])[nH:20][n:21]2)[cH:10][c:11]([O:13][CH3:14])[cH:12]1. Reactants: [BH4-], CO, Cl, CC(C)(C)OC(=O)N1CCC(C(=O)CN2CCCC2)CC1, [Na+]. The product is CC(C)(C)OC(=O)N1CCC(C(O)CN2CCCC2)CC1. As a reaction SMILES: [BH4-:22].[CH3:25][OH:26].[ClH:24].[N:1]1([CH2:6][C:7](=[O:8])[CH:9]2[CH2:10][CH2:11][N:12]([C:15](=[O:16])[O:17][C:18]([CH3:19])([CH3:20])[CH3:21])[CH2:13][CH2:14]2)[CH2:2][CH2:3][CH2:4][CH2:5]1.[Na+:23]>>[N:1]1([CH2:6][CH:7]([OH:8])[CH:9]2[CH2:10][CH2:11][N:12]([C:15](=[O:16])[O:17][C:18]([CH3:19])([CH3:20])[CH3:21])[CH2:13][CH2:14]2)[CH2:2][CH2:3][CH2:4][CH2:5]1.